This data is from the Open Reaction Database (ORD), a public repository of structured organic reaction records. The task is: describe an organic reaction: reactants, conditions, products, and yield The reactants are COC1=NS(=O)(=O)N=C1OC, N=C(N)Nc1nc(CSCCN)cs1, COC1=NS(=O)(=O)N=C1NCCSCc1csc(NC(=N)N)n1, [Na+], [OH-]. As a reaction SMILES: [CH3:1][O:2][C:3]1=[N:11][S:8](=[O:9])(=[O:10])[N:7]=[C:4]1[O:5][CH3:6].[NH:12]([c:13]1[s:14][cH:15][c:16]([CH2:17][S:18][CH2:19][CH2:20][NH2:21])[n:22]1)[C:23]([NH2:24])=[NH:25].[NH:26]([C:27](=[NH:28])[NH2:29])[c:30]1[s:31][cH:32][c:33]([CH2:35][S:36][CH2:37][CH2:38][NH:39][C:40]2=[N:41][S:42](=[O:47])(=[O:48])[N:43]=[C:44]2[O:45][CH3:46])[n:34]1.[Na+:50].[OH-:49]>>[NH:26]([C:27](=[NH:28])[NH2:29])[c:30]1[s:31][cH:32][c:33]([CH2:35][S:36][CH2:37][CH2:38][NH:39][C:40]2=[N:41][S:42](=[O:47])(=[O:48])[N:43]=[C:44]2[OH:45])[n:34]1. Yields the product N=C(N)Nc1nc(CSCCNC2=NS(=O)(=O)N=C2O)cs1. The reactants are S1C=CC=2N=CC=3CN(CCC3C21)C=2C=C(C(=O)OC)C=CC2 (methyl 3-(8,9-dihydrothieno[3,2-c]-2,7-naphthyridin-7(6H)-yl)benzoate), [OH-].[Na+] (NaOH). Solvent: O1CCOCC1 (1,4-dioxane). Run at temperature 90 celsius, time 3.5 hour. Yields the product S1C=CC=2N=CC=3CN(CCC3C21)C=2C=C(C(=O)O)C=CC2 (3-(8,9-dihydrothieno[3,2-c]-2,7-naphthyridin-7(6H)-yl)benzoic acid), solid. Yield: 79.0%. RXN SMILES: [S:1]1[C:13]2[C:12]3[CH2:11][CH2:10][N:9]([C:14]4[CH:15]=[C:16]([CH:21]=[CH:22][CH:23]=4)[C:17]([O:19]C)=[O:18])[CH2:8][C:7]=3[CH:6]=[N:5][C:4]=2[CH:3]=[CH:2]1.[OH-].[Na+]>O1CCOCC1>[S:1]1[C:13]2[C:12]3[CH2:11][CH2:10][N:9]([C:14]4[CH:15]=[C:16]([CH:21]=[CH:22][CH:23]=4)[C:17]([OH:19])=[O:18])[CH2:8][C:7]=3[CH:6]=[N:5][C:4]=2[CH:3]=[CH:2]1 |f:1.2|. Procedure details: A solution of methyl 3-(8,9-dihydrothieno[3,2-c]-2,7-naphthyridin-7(6H)-yl)benzoate (3.54 g, 10.91 mmol) in 1,4-dioxane (150 ml) was treated with 1.0 N NaOH(aq.) (32.73 ml, 32.73 mmol) and the reaction mixture was stirred at 90° C. for 3.5 hours. The solvent was removed in vacuo and the residue was partitioned between water and diethyl ether. The organic phase was discarded and the aqueous phase was acidified to pH ˜4-5 with 1.0 N HCl(aq.). The resulting precipitate was collected, washed with wa... The reactants are BrCCOC1=C(C=C2C(=NC=NC2=C1)NC1=C(C=C(C=C1)Cl)F)OC (7-(2-bromoethoxy)-4-(4-chloro-2-fluoroanilino)-6-methoxyquinazoline), SC1=NN=NN1C (5-mercapto-1-methyltetrazole). The product is Cl.ClC1=CC(=C(NC2=NC=NC3=CC(=C(C=C23)OC)OCCSC2=NN=NN2C)C=C1)F (4-(4-chloro-2-fluoroanilino)-6-methoxy-7-(2-(1-methyltetrazol-5-ylthio)ethoxy)-quinazoline hydrochloride). The yield is 87.2%. RXN SMILES: Br[CH2:2][CH2:3][O:4][C:5]1[CH:14]=[C:13]2[C:8]([C:9]([NH:15][C:16]3[CH:21]=[CH:20][C:19]([Cl:22])=[CH:18][C:17]=3[F:23])=[N:10][CH:11]=[N:12]2)=[CH:7][C:6]=1[O:24][CH3:25].[SH:26][C:27]1[N:31]([CH3:32])[N:30]=[N:29][N:28]=1>>[ClH:22].[Cl:22][C:19]1[CH:20]=[CH:21][C:16]([NH:15][C:9]2[C:8]3[C:13](=[CH:14][C:5]([O:4][CH2:3][CH2:2][S:26][C:27]4[N:31]([CH3:32])[N:30]=[N:29][N:28]=4)=[C:6]([O:24][CH3:25])[CH:7]=3)[N:12]=[CH:11][N:10]=2)=[C:17]([F:23])[CH:18]=1 |f:2.3|. Procedure: Using an analogous procedure to that described in Example 51, 7-(2-bromoethoxy)-4-(4-chloro-2-fluoroanilino)-6-methoxyquinazoline (98 mg, 0.23 mmol), (prepared as described for the starting material in Example 51), was treated with 5-mercapto-1-methyltetrazole (40 mg, 0.35 mmol) to give 4-(4-chloro-2-fluoroanilino)-6-methoxy-7-(2-(1-methyltetrazol-5-ylthio)ethoxy)-quinazoline hydrochloride (50 mg, 44%). The reactants are ClC=1C(=NC=CC1)N1N=C(C=C1C(=O)OCC)C (ethyl 1-(3-chloro-2-pyridinyl)-3-methyl-1H-pyrazole-5-carboxylate), CO (methanol), [OH-].[Na+] (sodium hydroxide). Solvent: O (water). Yields the product ClC=1C(=NC=CC1)N1N=C(C=C1C(=O)O)C (1-(3-chloro-2-pyridinyl)-3-methyl-1H-pyrazole-5-carboxylic acid). The yield is 89.4%. As a reaction SMILES: [Cl:1][C:2]1[C:3]([N:8]2[C:12]([C:13]([O:15]CC)=[O:14])=[CH:11][C:10]([CH3:18])=[N:9]2)=[N:4][CH:5]=[CH:6][CH:7]=1.CO.[OH-].[Na+]>O>[Cl:1][C:2]1[C:3]([N:8]2[C:12]([C:13]([OH:15])=[O:14])=[CH:11][C:10]([CH3:18])=[N:9]2)=[N:4][CH:5]=[CH:6][CH:7]=1 |f:2.3|. Procedure details: A mixture of 0.30 g of ethyl 1-(3-chloro-2-pyridinyl)-3-methyl-1H-pyrazole-5-carboxylate, 5 ml of methanol and 5 ml of a 2N aqueous sodium hydroxide solution was heated to reflux for 3 hours. After the reaction mixture was allowed to cool, water was poured and the aqueous layer was washed with methyl t-butyl ether two times. The aqueous layer was adjusted to around pH 3 by an addition of 2N hydrochloric acid, and then extracted with methyl t-butyl ether three times. The combined organic layer wa... Reactants: SC(CCO)(CCC)C ((rac)-3-mercapto-3-methyl-hexan-1-ol), [N+](=O)([O-])C=1C=C(C(=O)Cl)C=C(C1)[N+](=O)[O-] (3,5-dinitrobenzoyl chloride), C(=O)(O)[O-].[Na+] (NaHCO3). Run in C(Cl)(Cl)(Cl)Cl (CCl4). Conditions: time 72 hour. Product: SC(CCOC(C1=CC(=CC(=C1)[N+](=O)[O-])[N+](=O)[O-])=O)(CCC)C ((rac)-3,5-dinitro-benzoic acid 3-mercapto-3-methyl-hexyl ester). The yield is 84.2%. RXN SMILES: [SH:1][C:2]([CH3:9])([CH2:6][CH2:7][CH3:8])[CH2:3][CH2:4][OH:5].[N+:10]([C:13]1[CH:14]=[C:15]([CH:19]=[C:20]([N+:22]([O-:24])=[O:23])[CH:21]=1)[C:16](Cl)=[O:17])([O-:12])=[O:11].C([O-])(O)=O.[Na+]>C(Cl)(Cl)(Cl)Cl>[SH:1][C:2]([CH3:9])([CH2:6][CH2:7][CH3:8])[CH2:3][CH2:4][O:5][C:16](=[O:17])[C:15]1[CH:14]=[C:13]([N+:10]([O-:12])=[O:11])[CH:21]=[C:20]([N+:22]([O-:24])=[O:23])[CH:19]=1 |f:2.3|. Procedure: To a solution of 5.0 g (34 mmol) of (rac)-3-mercapto-3-methyl-hexan-1-ol in 20 ml of CCl4 was added in portions 8.6 g (37 mmol) of 3,5-dinitrobenzoyl chloride. The mixture was stirred for 72 h, then 10 ml of a saturated NaHCO3 solution was added, the organic layer was separated, washed with 15 ml of brine, dried over MgSO4 and concentrated in vacuo. The residue was purified by flash-chromatography (silicagel, hexane/EtOAc 4:1) and gave 9.8 g (84%) of (rac)-3,5-dinitro-benzoic acid 3-mercapto-3-m... The reactants are C(CCCCCO)O (1,6-hexanediol). Solvent: C1CCCCC1 (cyclohexane). Product: carboxylic acid, C1(CCCCC1)=O.C1(CCCCC1)O (cyclohexanone cyclohexanol). Reaction SMILES: [CH2:1](O)[CH2:2][CH2:3][CH2:4][CH2:5][CH2:6][OH:7]>C1CCCCC1>[C:6]1(=[O:7])[CH2:5][CH2:4][CH2:3][CH2:2][CH2:1]1.[CH:6]1([OH:7])[CH2:5][CH2:4][CH2:3][CH2:2][CH2:1]1 |f:2.3|. Reported procedure: The present invention relates to a process for preparing 1,6-hexanediol having a purity of at least 99% which is, in particular, essentially free of 1,4-cyclohexanediols, from a carboxylic acid mixture which is obtained in the oxidation of cyclohexane to cyclohexanone/cyclohexanol using oxygen or oxygen-containing gases by water extraction of the reaction mixture, by esterification of the acids, fractionation of the esterification mixture into an ester fraction free of 1,4-cyclohexanediols and a...